describe an organic reaction: reactants, conditions, products, and yield From a dataset of the Open Reaction Database (ORD), a public repository of structured organic reaction records. Reported procedure: 7-[2-(5-Trifluoromethyl-pyridin-2-yl)-benzoylamino]-quinoline-3-carboxylic acid ethyl ester (180 mg, 0.387 mmol) was dissolved in 5 ml of a 3:1:1 mixture of tetrahydrofuran-methanol-water, and lithium hydroxide monohydrate (50 mg, 1.16 mmol) was added. After 18 h at reflux, the volatiles were removed under vacuum and water was added to the mixture, which was acidified with 1N HCl, extracted with ethyl acetate. The combined organic layers were dried (magnesium sulfate), filtered and concentrated ... Reaction SMILES: C([O:3][C:4]([C:6]1[CH:7]=[N:8][C:9]2[C:14]([CH:15]=1)=[CH:13][CH:12]=[C:11]([NH:16][C:17](=[O:34])[C:18]1[CH:23]=[CH:22][CH:21]=[CH:20][C:19]=1[C:24]1[CH:29]=[CH:28][C:27]([C:30]([F:33])([F:32])[F:31])=[CH:26][N:25]=1)[CH:10]=2)=[O:5])C.O.[OH-].[Li+]>O1CCCC1CO.O>[F:33][C:30]([F:31])([F:32])[C:27]1[CH:28]=[CH:29][C:24]([C:19]2[CH:20]=[CH:21][CH:22]=[CH:23][C:18]=2[C:17]([NH:16][C:11]2[CH:10]=[C:9]3[C:14]([CH:15]=[C:6]([C:4]([OH:5])=[O:3])[CH:7]=[N:8]3)=[CH:13][CH:12]=2)=[O:34])=[N:25][CH:26]=1 |f:1.2.3,4.5|. The reactants are C(C)OC(=O)C=1C=NC2=CC(=CC=C2C1)NC(C1=C(C=CC=C1)C1=NC=C(C=C1)C(F)(F)F)=O (7-[2-(5-Trifluoromethyl-pyridin-2-yl)-benzoylamino]-quinoline-3-carboxylic acid ethyl ester), O.[OH-].[Li+] (lithium hydroxide monohydrate). Product: FC(C=1C=CC(=NC1)C1=C(C(=O)NC2=CC=C3C=C(C=NC3=C2)C(=O)O)C=CC=C1)(F)F (7-[2-(5-Trifluoromethyl-pyridin-2-yl)-benzoylamino]-quinoline-3-carboxylic acid). The solvent is O1C(CCC1)CO.O (tetrahydrofuran-methanol water).